This data is from the Open Reaction Database (ORD), a public repository of structured organic reaction records. The task is: describe an organic reaction: reactants, conditions, products, and yield Reactants: [H-].[Al+3].[Li+].[H-].[H-].[H-] (Lithium aluminium hydride), C(#N)CC1=C(C(=O)[O-])C=CC=C1 (2-cyanomethylbenzoate), C(C)OCC (diethyl ether), O (water), [OH-].[Na+] (sodium hydroxide), O (water). Reaction conditions: time 10 minute. The product is OCC1=C(CN)C=CC=C1 (2-Hydroxymethylbenzylamine). RXN SMILES: [H-].[Al+3].[Li+].[H-].[H-].[H-].[C:7]([CH2:9][C:10]1C=C[CH:16]=[CH:15][C:11]=1C([O-])=O)#[N:8].O.[OH-].[Na+].C([O:24][CH2:25][CH3:26])C>>[OH:24][CH2:25][C:26]1[CH:16]=[CH:15][CH:11]=[CH:10][C:9]=1[CH2:7][NH2:8] |f:0.1.2.3.4.5,8.9|. Reported procedure: Lithium aluminium hydride (12.4 ml, 1.0M in diethyl ether) was added cautiously to 2-cyanomethylbenzoate (1.00 g, 6.2 mmol) in anhydrous diethyl ether (40 ml) under nitrogen with stirring over 10 min. whilst ensuring the temperature was not greater than 15-25° C. using an ice bath. After the addition was complete the reaction mixture was allowed to warm to 21 C and then heated at reflux for 16 h. The reaction mixture was cooled to approximately −10 C. It was treated cautiously dropwise with wate... Starting materials: N#Cc1ccc2ncsc2n1, NCc1csc2ncccc12, N#Cc1csc2ncccc12. The product is NCc1ccc2ncsc2n1. Reaction SMILES: [n:1]1[cH:2][s:3][c:4]2[n:5][c:6]([C:10]#[N:11])[cH:7][cH:8][c:9]12.[s:12]1[c:13]2[n:14][cH:15][cH:16][cH:17][c:18]2[c:19]([CH2:20][NH2:21])[cH:22]1.[s:23]1[c:24]2[n:25][cH:26][cH:27][cH:28][c:29]2[c:30]([C:31]#[N:32])[cH:33]1>>[n:1]1[cH:2][s:3][c:4]2[n:5][c:6]([CH2:10][NH2:11])[cH:7][cH:8][c:9]12. Starting materials: CCn1ccccc1=O, COc1ccc(P2(=S)SP(=S)(c3ccc(OC)cc3)S2)cc1, c1ccccc1. The product is CCn1ccccc1=S. RXN SMILES: [CH2:1]([CH3:2])[n:3]1[c:4](=[O:9])[cH:5][cH:6][cH:7][cH:8]1.[CH3:10][O:11][c:12]1[cH:13][cH:14][c:15]([P:16]2(=[S:17])[S:18][P:20]([c:21]3[cH:22][cH:23][c:24]([O:25][CH3:26])[cH:27][cH:28]3)(=[S:29])[S:19]2)[cH:30][cH:31]1.[cH:32]1[cH:33][cH:34][cH:35][cH:36][cH:37]1>>[CH2:1]([CH3:2])[n:3]1[c:4](=[S:19])[cH:5][cH:6][cH:7][cH:8]1. Starting materials: BrC1=CC=C(C=C1)N(C1=CC=C(C=C1)Br)C1=CC=C(C=C1)Br (tris(4-bromophenyl)amine), C(CCC)[Sn](C=1SC=CC1)(CCCC)CCCC (2-tributylstannylthiophene). Reagents/catalysts: C=1C=CC(=CC1)[P](C=2C=CC=CC2)(C=3C=CC=CC3)[Pd]([P](C=4C=CC=CC4)(C=5C=CC=CC5)C=6C=CC=CC6)([P](C=7C=CC=CC7)(C=8C=CC=CC8)C=9C=CC=CC9)[P](C=1C=CC=CC1)(C=1C=CC=CC1)C=1C=CC=CC1 (Pd(PPh3)4). Run in C1(=CC=CC=C1)C (toluene). Yields the product S1C(=CC=C1)C1=CC=C(C=C1)N(C1=CC=C(C=C1)C=1SC=CC1)C1=CC=C(C=C1)C=1SC=CC1 (tris[4-(2-thienyl)phenyl]amine). Yield: 85.0%. Reaction SMILES: Br[C:2]1[CH:7]=[CH:6][C:5]([N:8]([C:16]2[CH:21]=[CH:20][C:19](Br)=[CH:18][CH:17]=2)[C:9]2[CH:14]=[CH:13][C:12](Br)=[CH:11][CH:10]=2)=[CH:4][CH:3]=1.C([Sn](CCCC)(CCCC)[C:28]1[S:29][CH:30]=[CH:31][CH:32]=1)CCC>C1(C)C=CC=CC=1.C1C=CC([P]([Pd]([P](C2C=CC=CC=2)(C2C=CC=CC=2)C2C=CC=CC=2)([P](C2C=CC=CC=2)(C2C=CC=CC=2)C2C=CC=CC=2)[P](C2C=CC=CC=2)(C2C=CC=CC=2)C2C=CC=CC=2)(C2C=CC=CC=2)C2C=CC=CC=2)=CC=1>[S:29]1[CH:30]=[CH:31][CH:32]=[C:28]1[C:2]1[CH:7]=[CH:6][C:5]([N:8]([C:16]2[CH:21]=[CH:20][C:19]([C:30]3[S:29][CH:28]=[CH:32][CH:31]=3)=[CH:18][CH:17]=2)[C:9]2[CH:14]=[CH:13][C:12]([C:28]3[S:29][CH:30]=[CH:31][CH:32]=3)=[CH:11][CH:10]=2)=[CH:4][CH:3]=1 |^1:51,53,72,91|. Procedure details: First, 1 g (2 mmol) of tris(4-bromophenyl)amine (Aldrich) was dissolved in 100 ml of toluene, and then 2.9 ml (4.5 eq.) of 2-tributylstannylthiophene and 27 mg (1.1%) of Pd(PPh3)4 were added thereto. The mixture was refluxed under a nitrogen atmosphere for 12 hours. The reaction mixture was allowed to cool to room temperature, washed with brine twice, and dried over MgSO4. After the solvent was evaporated, the obtained residue was washed with petroleum ether (PE), and dried, affording 0.87 g (yi... Reactants: [N+](=O)([O-])C1=CC=C(C=O)C=C1 (p-nitrobenzaldehyde), [OH-].[K+] (KOH), N(C1=CC=CC=C1)C(P(=O)(OC1=CC=CC=C1)OC1=CC=CC=C1)C1=CC=C(C=C1)[N+](=O)[O-] (Anilino-(4-nitrophenyl)-diphenylphosphonomethane). Run in C1CCOC1 (THF), CO (MeOH), C1CCOC1 (THF). Run at time 2 hour. Product: [N+](=O)([O-])C1=CC=C(C=C1)C(CC1=CC=C(C=C1)[N+](=O)[O-])=O (1,2-Bis-(4-nitrophenyl)-ethanone). The yield is 95.7%. Reaction SMILES: [OH-].[K+].N([CH:10]([C:27]1[CH:32]=[CH:31][C:30]([N+:33]([O-:35])=[O:34])=[CH:29][CH:28]=1)P(OC1C=CC=CC=1)(OC1C=CC=CC=1)=O)C1C=CC=CC=1.[N+:36]([C:39]1[CH:46]=[CH:45][C:42]([CH:43]=[O:44])=[CH:41][CH:40]=1)([O-:38])=[O:37]>CO.C1COCC1>[N+:36]([C:39]1[CH:40]=[CH:41][C:42]([C:43](=[O:44])[CH2:10][C:27]2[CH:28]=[CH:29][C:30]([N+:33]([O-:35])=[O:34])=[CH:31][CH:32]=2)=[CH:45][CH:46]=1)([O-:38])=[O:37] |f:0.1|. Reported procedure: A solution of KOH (7.56 g, 0.13 mol) in MeOH (75 ml) was added to the phosphonate ester 33 (62.1 g, 0.13 mol) in THF (400 ml) at -78° C. for 0.5 hour and p-nitrobenzaldehyde (20.3 g, 0.13 mol) in 200 ml of THF was added over 0.5 hour. The reaction was warmed to room temperature and stirred an additional 2 hours. THF was removed under reduced pressure. The residue was taken up in EtOAc and washed twice with 5% aqueous NaHCO3 and once with brine. The ethyl acetate was removed under reduced pressur... Reactants: C(=O)(O)C=1C=NC2=C(C=CC=C2C1CO)NC(C1=C(C=CC=C1Cl)Cl)=O (3-carboxy-8-(2,6-dichlorobenzoylamino)-4-hydroxymethylquinoline), N1C=NC=C1 (imidazole), [Si](C1=CC=CC=C1)(C1=CC=CC=C1)(C(C)(C)C)Cl (tert-butyldiphenylsilyl chloride). Solvent: CN(C=O)C (dimethylformamide). Run at time 5 hour. Yields the product [Si](C1=CC=CC=C1)(C1=CC=CC=C1)(C(C)(C)C)OCC1=C(C=NC2=C(C=CC=C12)NC(C1=C(C=CC=C1Cl)Cl)=O)C(=O)O (4-(tert-butyldiphenylsilyloxymethyl)-3-carboxy-8-(2,6-dichlorobenzoylamino)quinoline). Yield: 68.3%. As a reaction SMILES: [C:1]([C:4]1[CH:5]=[N:6][C:7]2[C:12]([C:13]=1[CH2:14][OH:15])=[CH:11][CH:10]=[CH:9][C:8]=2[NH:16][C:17](=[O:26])[C:18]1[C:23]([Cl:24])=[CH:22][CH:21]=[CH:20][C:19]=1[Cl:25])([OH:3])=[O:2].N1C=CN=C1.[Si:32](Cl)([C:45]([CH3:48])([CH3:47])[CH3:46])([C:39]1[CH:44]=[CH:43][CH:42]=[CH:41][CH:40]=1)[C:33]1[CH:38]=[CH:37][CH:36]=[CH:35][CH:34]=1>CN(C)C=O>[Si:32]([O:15][CH2:14][C:13]1[C:12]2[C:7](=[C:8]([NH:16][C:17](=[O:26])[C:18]3[C:23]([Cl:24])=[CH:22][CH:21]=[CH:20][C:19]=3[Cl:25])[CH:9]=[CH:10][CH:11]=2)[N:6]=[CH:5][C:4]=1[C:1]([OH:3])=[O:2])([C:45]([CH3:48])([CH3:47])[CH3:46])([C:39]1[CH:40]=[CH:41][CH:42]=[CH:43][CH:44]=1)[C:33]1[CH:38]=[CH:37][CH:36]=[CH:35][CH:34]=1. Procedure details: To a solution of 3-carboxy-8-(2,6-dichlorobenzoylamino)-4-hydroxymethylquinoline (1.11 g) in dimethylformamide were added imidazole (637 mg) and tert-butyldiphenylsilyl chloride (2.57 g) under ice-cooling, and the mixture was stirred for 5 hours at ambient temperature. The mixture was partitioned between ethyl acetate and water, and the organic layer was washed with brine, dried over magnesium sulfate and evaporated in vacuo. To the solution of the obtained residue in dioxane (10 ml) was added 1... The reactants are [N+](=O)([O-])C1=CC=CC=C1 (nitrobenzene), Cl.C1=NC=CC2=CC=CC=C12 (isoquinoline hydrochloride), Cl (hydrogen chloride), Cl (hydrogen chloride), BrBr (bromine), Cl (hydrogen chloride), BrBr (bromine), BrBr (bromine), BrBr (bromine). Reaction conditions: temperature 180 celsius, time 3 hour. Product: BrC1=CN=CC2=CC=CC=C12 (4-Bromoisoquinoline). As a reaction SMILES: Cl.[CH:2]1[C:11]2[C:6](=[CH:7][CH:8]=[CH:9][CH:10]=2)[CH:5]=[CH:4][N:3]=1.[N+](C1C=CC=CC=1)([O-])=O.[Br:21]Br.Cl>>[Br:21][C:5]1[C:6]2[C:11](=[CH:10][CH:9]=[CH:8][CH:7]=2)[CH:2]=[N:3][CH:4]=1 |f:0.1|. Procedure: The same general procedure set forth in Example 1 above was followed. In a flask equipped with a reflux condenser, dropping funnel, thermometer, and stirrer was placed 33.3 g. (0.20 mole) of isoquinoline hydrochloride, together with 50 ml. of nitrobenzene, and the mixture was stirred and heated to about 180°C. to give a clear yellow solution. To this solution was added dropwise, via the dropping funnel, over a period of 1 hour and 13 minutes, 35.2 g. (0.22 mole) of bromine. The evolution of hydr...